Dataset: the Open Reaction Database (ORD), a public repository of structured organic reaction records. Task: describe an organic reaction: reactants, conditions, products, and yield Starting materials: C1CCOC1 (THF), C(C)OC(C1=CC=C(C=C1)C(N(C)C)=N)=O (ethyl-4-(N,N-dimethylcarbamimidoyl)benzoate), [OH-].[Li+] (lithium hydroxide). Solvent: O (water). Reaction conditions: time 6 hour. The product is CN(C(=N)C1=CC=C(C(=O)O)C=C1)C (4-(N,N-dimethylcarbamimidoyl)benzoic acid), hydrochloride salt. Reaction SMILES: C1COCC1.C([O:8][C:9](=[O:21])[C:10]1[CH:15]=[CH:14][C:13]([C:16](=[NH:20])[N:17]([CH3:19])[CH3:18])=[CH:12][CH:11]=1)C.[OH-].[Li+]>O>[CH3:18][N:17]([CH3:19])[C:16]([C:13]1[CH:14]=[CH:15][C:10]([C:9]([OH:21])=[O:8])=[CH:11][CH:12]=1)=[NH:20] |f:2.3|. Procedure details: To a THF solution of ethyl-4(N,N-dimethylcarbamimidoyl)benzoate (G) was added an aqueous solution of lithium hydroxide (2 eq.) and the reaction mixture was stirred for 6 hr. The completion of the reaction was confirmed by HPLC. To the reaction mixture was added water, followed by extraction with ethyl acetate. The aqueous layer was acidified with 6N HCl to pH between 3-4 at which point the desired 4-(N,N-dimethylcarbamimidoyl)benzoic acid precipitated as the white solid. The white solid isolated...